From a dataset of the Open Reaction Database (ORD), a public repository of structured organic reaction records. describe an organic reaction: reactants, conditions, products, and yield Yields the product [Na+].COC1=CC=C(C=C1)C1=C(OC=2N=CN=C(C21)NCCCCCC(=O)[O-])C2=CC=CC=C2 (6-{[5-(4-Methoxyphenyl)-6-phenylfuro[2,3-d]pyrimidin-4-yl]amino}hexanoic acid sodium salt). Run at time 5 minute. The solvent is CO (methanol). Reagents/catalysts: O (water). Procedure details: Dissolve 200 mg (0.464 mmol) 6-{[5-(4-methoxyphenyl)-6-phenylfuro[2,3-d]pyrimidin-4-yl]amino}hexanoic acid at RT in 0.75 ml methanol, 0.5 ml THF and a few drops of water, and add 0.464 ml 1 N sodium hydroxide solution. Stir the mixture for 5 min, then concentrate by vacuum evaporation and dry the residue at high vacuum. 221 mg of the target compound is obtained. As a reaction SMILES: [CH3:1][O:2][C:3]1[CH:8]=[CH:7][C:6]([C:9]2[C:17]3[C:16]([NH:18][CH2:19][CH2:20][CH2:21][CH2:22][CH2:23][C:24]([OH:26])=[O:25])=[N:15][CH:14]=[N:13][C:12]=3[O:11][C:10]=2[C:27]2[CH:32]=[CH:31][CH:30]=[CH:29][CH:28]=2)=[CH:5][CH:4]=1.C1COCC1.[OH-].[Na+:39]>CO.O>[Na+:39].[CH3:1][O:2][C:3]1[CH:4]=[CH:5][C:6]([C:9]2[C:17]3[C:16]([NH:18][CH2:19][CH2:20][CH2:21][CH2:22][CH2:23][C:24]([O-:26])=[O:25])=[N:15][CH:14]=[N:13][C:12]=3[O:11][C:10]=2[C:27]2[CH:28]=[CH:29][CH:30]=[CH:31][CH:32]=2)=[CH:7][CH:8]=1 |f:2.3,6.7|. Reactants: C1CCOC1 (THF), [OH-].[Na+] (sodium hydroxide), COC1=CC=C(C=C1)C1=C(OC=2N=CN=C(C21)NCCCCCC(=O)O)C2=CC=CC=C2 (6-{[5-(4-methoxyphenyl)-6-phenylfuro[2,3-d]pyrimidin-4-yl]amino}hexanoic acid). The product is COC1=C(C(=C(C(=C1C)C)OC)C)C(CCCCCC)C1=CC=CC=C1 (7-(2,5-dimethoxy-3,4,6-trimethylphenyl)-7-phenylheptane). The reactants are C(C1=CC=CC=C1)C1=C(C(=C(C(=C1C)OC)C)C)OC (1-benzyl-2,5-dimethoxy-3,4,6-trimethylbenzene), CC(C(N)(C)C)(N)C (1,1,2,2-tetramethylethylenediamine), C(CCC)[Li] (n-butyllithium), 0.83, C(CCCCC)Br (n-hexyl bromide), P(O)(O)(O)=O (phosphoric acid). The solvent is CCCCCC (hexane), O1CCCC1 (tetrahydrofuran), O1CCCC1 (tetrahydrofuran). Run at time 25 minute. Reported procedure: A 3.1 ml (5.0 mmole) portion of n-butyllithium.hexane solution was added dropwise to 1.35 g (5.0 mmole) of 1-benzyl-2,5-dimethoxy-3,4,6-trimethylbenzene and 0.83 ml (5×1.1 mmole) of 1,1,2,2-tetramethylethylenediamine dissolved in anhydrous tetrahydrofuran (15 ml), under an atmosphere of argon at 50° C. over the period of 5 minutes, followed by stirring at 50° to 55° C. for 25 minutes. Then, a solution of 0.83 (5.0 mmole) of n-hexyl bromide in tetrahydrofuran (5 ml) was added dropwise to the mixe... RXN SMILES: C([Li])CCC.[CH2:6]([C:13]1[C:18]([CH3:19])=[C:17]([O:20][CH3:21])[C:16]([CH3:22])=[C:15]([CH3:23])[C:14]=1[O:24][CH3:25])[C:7]1[CH:12]=[CH:11][CH:10]=[CH:9][CH:8]=1.CC(C)(N)C(C)(C)N.[CH2:34](Br)[CH2:35][CH2:36][CH2:37][CH2:38][CH3:39].P(=O)(O)(O)O>O1CCCC1.CCCCCC>[CH3:25][O:24][C:14]1[C:15]([CH3:23])=[C:16]([CH3:22])[C:17]([O:20][CH3:21])=[C:18]([CH3:19])[C:13]=1[CH:6]([C:7]1[CH:8]=[CH:9][CH:10]=[CH:11][CH:12]=1)[CH2:34][CH2:35][CH2:36][CH2:37][CH2:38][CH3:39]. Yield: 77.0%. Starting materials: C(C1=CC=CC=C1)OC=1C=C(C(=O)OCC)C=C(C1)OCC1=CC=CC=C1 (ethyl 3,5-dibenzyloxybenzoate), C(C)(=O)OCC (ethyl acetate), [H-].[Na+] (sodium hydride), C(C)O (ethanol). Run in C(C)(=O)O (acetic acid), C1=CC=CC=C1 (benzene), C1=CC=CC=C1 (benzene), C1=CC=CC=C1 (benzene). Product: CC(=O)C1=CC(=CC(=C1)OCC2=CC=CC=C2)OCC3=CC=CC=C3 (3,5-Dibenzyloxyacetophenone). Reaction SMILES: [H-].[Na+].[CH2:3]([O:10][C:11]1[CH:12]=[C:13]([CH:19]=[C:20]([O:22][CH2:23][C:24]2[CH:29]=[CH:28][CH:27]=[CH:26][CH:25]=2)[CH:21]=1)[C:14](OCC)=[O:15])[C:4]1[CH:9]=[CH:8][CH:7]=[CH:6][CH:5]=1.[C:30](OCC)(=O)C.C(O)C>C1C=CC=CC=1.C(O)(=O)C>[CH3:30][C:14]([C:13]1[CH:12]=[C:11]([O:10][CH2:3][C:4]2[CH:5]=[CH:6][CH:7]=[CH:8][CH:9]=2)[CH:21]=[C:20]([O:22][CH2:23][C:24]2[CH:29]=[CH:28][CH:27]=[CH:26][CH:25]=2)[CH:19]=1)=[O:15] |f:0.1|. Procedure: 5.0 g of 50% sodium hydride suspension and a few ml of benzene were introduced in a 500 ml three-necked flask, supplied with a stirrer, reflux condenser and dropping funnel. 18.1 g of ethyl 3,5-dibenzyloxybenzoate in 150 ml of dry benzene were added. The reaction mixture was stirred and heated on an oil bath (90°-100° C.), and 4.5 g of ethyl acetate in 25 ml of dry benzene were slowly added and then heated and stirred for 7 hours. The reaction mixture was cooled. A few ml of ethanol were added a... The reactants are CC(=O)C1CCCCC1, [H-], [Na+], O=C(O)C1CCCCC1. The product is O=C(CC(=O)C1CCCCC1)C1CCCCC1. Reaction SMILES: [CH3:12][C:13](=[O:14])[CH:15]1[CH2:16][CH2:17][CH2:18][CH2:19][CH2:20]1.[H-:1].[Na+:2].[OH:3][C:4](=[O:5])[CH:6]1[CH2:7][CH2:8][CH2:9][CH2:10][CH2:11]1>>[C:4](=[O:5])([CH:6]1[CH2:7][CH2:8][CH2:9][CH2:10][CH2:11]1)[CH2:12][C:13](=[O:14])[CH:15]1[CH2:16][CH2:17][CH2:18][CH2:19][CH2:20]1. The reactants are ClC1=C(C=CC(=C1)C(F)(F)F)N=C=O (2-chloro-4-(trifluoromethyl)-1-isocyanatobenzene), NC1=CC=C(C=C1)C1=CN=C(O1)C(=O)NC(C(=O)OC)C(C)C (methyl 2-(5-(4-aminophenyl)oxazole-2-carboxamido)-3-methylbutanoate). The product is ClC1=C(C=CC(=C1)C(F)(F)F)NC(NC1=CC=C(C=C1)C1=CN=C(O1)C(=O)N[C@H](C(=O)OC)C(C)C)=O ((S)-methyl 2-(5-(4-(3-(2-chloro-4-(trifluoromethyl)phenyl)ureido) phenyl)oxazole-2-carboxamido)-3-methylbutanoate). Reaction SMILES: [Cl:1][C:2]1[CH:7]=[C:6]([C:8]([F:11])([F:10])[F:9])[CH:5]=[CH:4][C:3]=1[N:12]=[C:13]=[O:14].[NH2:15][C:16]1[CH:21]=[CH:20][C:19]([C:22]2[O:26][C:25]([C:27]([NH:29][CH:30]([CH:35]([CH3:37])[CH3:36])[C:31]([O:33][CH3:34])=[O:32])=[O:28])=[N:24][CH:23]=2)=[CH:18][CH:17]=1>>[Cl:1][C:2]1[CH:7]=[C:6]([C:8]([F:11])([F:10])[F:9])[CH:5]=[CH:4][C:3]=1[NH:12][C:13](=[O:14])[NH:15][C:16]1[CH:21]=[CH:20][C:19]([C:22]2[O:26][C:25]([C:27]([NH:29][C@@H:30]([CH:35]([CH3:37])[CH3:36])[C:31]([O:33][CH3:34])=[O:32])=[O:28])=[N:24][CH:23]=2)=[CH:18][CH:17]=1. Procedure details: The title compound was synthesized analogous to Example 1, using 2-chloro-4-(trifluoromethyl)-1-isocyanatobenzene (0.533 mmol) and intermediate 1. 1H NMR (DMSO-d6, 300 MHz): δ 9.883 (s, 1H), 9.025-8.998 (d, 1H), 8.707 (s, 1H), 8.498-8.469 (d, J=8.7 Hz, 1H), 7.904-7.898 (d, J=1.8 Hz, 1H), 7.842 (s, 1H), 7.837-7.807 (d, J=9 Hz, 2H), 7.723-7.688 (dd, J=1.8, 9 Hz, 1H), 7.653-7.624 (d, J=8.7 Hz, 2H), 4.332-4.2827 (m, 1H), 3.682 (s, 3H), 2.228-2.219 (m, 1H), 0.982-0.960 (d, J=6.6 Hz, 6H); MS (ESI) m/z... Reactants: C(C1=CC=CC=C1)N1C(=NC(=C1Br)Br)Br (1-benzyl-2,4,5-tribromoimidazole), FC1=C(C=CC(=C1)F)B(O)O (2,4-difluorophenyl boronic acid), R(+)-2,2′-bis(di-p-tolyl-phosphino)1,1′-binaphthyl, C([O-])([O-])=O.[Na+].[Na+] (sodium carbonate), CO (methanol). Reagents/catalysts: C(C)(=O)[O-].[Pd+2].C(C)(=O)[O-] (palladium acetate). The solvent is C(C)(=O)OCC (ethyl acetate), C1(=CC=CC=C1)C (toluene). Yields the product C(C1=CC=CC=C1)N1C(=NC(=C1Br)Br)C1=C(C=C(C=C1)F)F (1-benzyl-4,5-dibromo-2-(2,4-difluoro-phenyl)-1H-imidazole). Yield: 37.6%. As a reaction SMILES: [CH2:1]([N:8]1[C:12]([Br:13])=[C:11]([Br:14])[N:10]=[C:9]1Br)[C:2]1[CH:7]=[CH:6][CH:5]=[CH:4][CH:3]=1.[F:16][C:17]1[CH:22]=[C:21]([F:23])[CH:20]=[CH:19][C:18]=1B(O)O.C(=O)([O-])[O-].[Na+].[Na+].CO>C(OCC)(=O)C.C([O-])(=O)C.[Pd+2].C([O-])(=O)C.C1(C)C=CC=CC=1>[CH2:1]([N:8]1[C:12]([Br:13])=[C:11]([Br:14])[N:10]=[C:9]1[C:20]1[CH:19]=[CH:18][C:17]([F:16])=[CH:22][C:21]=1[F:23])[C:2]1[CH:7]=[CH:6][CH:5]=[CH:4][CH:3]=1 |f:2.3.4,7.8.9|. Reported procedure: Reflux a mixture of 1-benzyl-2,4,5-tribromoimidazole (1.043 g, 2.42 mmol), 2,4-difluorophenyl boronic acid (0.682 g, 4.32 mmol), palladium acetate (0.027 g, 0.12 mmol), R(+)-2,2′-bis(di-p-tolyl-phosphino)1,1′-binaphthyl (0.098 g, 0.14 mmol), 2 M sodium carbonate (3.6 mL, 4.83 mmol), methanol (3.6 mL) and toluene (36 mL) for 18 hours. Cool to ambient temperature and dilute with ethyl acetate. Wash with saturated sodium carbonate, saturated sodium chloride, dry with magnesium sulfate and purify th... Reaction SMILES: [O:1]=[C:2]1[C:7]2[CH:8]=[CH:9][S:10][C:6]=2[CH2:5][CH:4]([C:11]([O:13]CC2C=CC=CC=2)=[O:12])[N:3]1[CH2:21][C:22]1[CH:27]=[CH:26][CH:25]=[CH:24][CH:23]=1>C(O)(C)C.C(O)C>[O:1]=[C:2]1[C:7]2[CH:8]=[CH:9][S:10][C:6]=2[CH2:5][CH:4]([C:11]([OH:13])=[O:12])[N:3]1[CH2:21][C:22]1[CH:23]=[CH:24][CH:25]=[CH:26][CH:27]=1 |f:1.2|. Procedure: The compound is prepared by saponification of 4-oxo-5-benzyloxycarbonyl-5-benzyl-4,5,6,7-tetrahydro-thieno[3,2-c]pyridine (Example 13), to give pink crystals, M.p.=258° C. (isopropanol-ethanol), Yield: 70%. Solvent: C(C)(C)O.C(C)O (isopropanol ethanol). Yields the product O=C1N(C(CC2=C1C=CS2)C(=O)O)CC2=CC=CC=C2 (4-Oxo-6-carboxy-5-benzyl-4,5,6,7-tetrahydro-thieno[3,2-c]-pyridine). Isolated yield 70.0%. Starting materials: O=C1N(C(CC2=C1C=CS2)C(=O)OCC2=CC=CC=C2)CC2=CC=CC=C2 (4-Oxo-6-benzyloxycarbonyl-5-benzyl-4,5,6,7-tetrahydro-thieno[3,2-c]pyridine). Starting materials: CO, Cc1ccc(-c2cc(C(=O)OC(C)(C)C)cc(-c3nnc(C4CC4)n3C)c2)nc1, Cl, O=C(O)C(F)(F)F. RXN SMILES: [CH3:38][OH:39].[CH:1]1([c:4]2[n:5]([CH3:29])[c:6](-[c:9]3[cH:10][c:11]([C:12](=[O:13])[O:14][C:15]([CH3:16])([CH3:17])[CH3:18])[cH:19][c:20](-[c:22]4[n:23][cH:24][c:25]([CH3:28])[cH:26][cH:27]4)[cH:21]3)[n:7][n:8]2)[CH2:2][CH2:3]1.[ClH:37].[OH:30][C:31]([C:32]([F:33])([F:34])[F:35])=[O:36]>>[CH:1]1([c:4]2[n:5]([CH3:29])[c:6](-[c:9]3[cH:10][c:11]([C:12](=[O:13])[OH:14])[cH:19][c:20](-[c:22]4[n:23][cH:24][c:25]([CH3:28])[cH:26][cH:27]4)[cH:21]3)[n:7][n:8]2)[CH2:2][CH2:3]1.[ClH:37]. The product is Cc1ccc(-c2cc(C(=O)O)cc(-c3nnc(C4CC4)n3C)c2)nc1, Cl.